This data is from the Open Reaction Database (ORD), a public repository of structured organic reaction records. The task is: describe an organic reaction: reactants, conditions, products, and yield Reactants: ClC1=C(C(=NC2=CC=CC=C12)I)F (4-chloro-3-fluoro-2-iodo-quinoline), C(CCC)O (n-butanol), C([O-])([O-])=O.[Cs+].[Cs+] (cesium carbonate), O1COC2=C1C=CC(=C2)B(O)O (benzo[1,3]dioxole-5-boronic acid). The reagents and catalysts are C=1C=CC(=CC1)[P](C=2C=CC=CC2)(C=3C=CC=CC3)[Pd]([P](C=4C=CC=CC4)(C=5C=CC=CC5)C=6C=CC=CC6)([P](C=7C=CC=CC7)(C=8C=CC=CC8)C=9C=CC=CC9)[P](C=1C=CC=CC1)(C=1C=CC=CC1)C=1C=CC=CC1 (tetrakis(triphenylphosphine)palladium(0)). Run in C1(=CC=CC=C1)C (toluene), O (water). Conditions: temperature 50 celsius, time 24 hour. Product: O1COC2=C1C=CC(=C2)C2=NC1=CC=CC=C1C(=C2F)Cl (2-benzo[1,3]dioxol-5-yl-4-chloro-3-fluoro-quinoline). Yield: 58.0%. RXN SMILES: [Cl:1][C:2]1[C:11]2[C:6](=[CH:7][CH:8]=[CH:9][CH:10]=2)[N:5]=[C:4](I)[C:3]=1[F:13].C(O)CCC.C(=O)([O-])[O-].[Cs+].[Cs+].[O:25]1[C:29]2[CH:30]=[CH:31][C:32](B(O)O)=[CH:33][C:28]=2[O:27][CH2:26]1>C1(C)C=CC=CC=1.C1C=CC([P]([Pd]([P](C2C=CC=CC=2)(C2C=CC=CC=2)C2C=CC=CC=2)([P](C2C=CC=CC=2)(C2C=CC=CC=2)C2C=CC=CC=2)[P](C2C=CC=CC=2)(C2C=CC=CC=2)C2C=CC=CC=2)(C2C=CC=CC=2)C2C=CC=CC=2)=CC=1.O>[O:25]1[C:29]2[CH:30]=[CH:31][C:32]([C:4]3[C:3]([F:13])=[C:2]([Cl:1])[C:11]4[C:6](=[CH:7][CH:8]=[CH:9][CH:10]=4)[N:5]=3)=[CH:33][C:28]=2[O:27][CH2:26]1 |f:2.3.4,^1:47,49,68,87|. Reported procedure: To a solution of 4-chloro-3-fluoro-2-iodo-quinoline (from Example 1, step D, 0.127 g, 0.41 mmol) in toluene (5 mL) was added n-butanol (2 mL), water (3 mL) and cesium carbonate (0.404 g, 1.2 mmol). The resulting mixture was degassed for 5 min., after which tetrakis(triphenylphosphine)palladium(0) (0.002 g, 5 mol %) and benzo[1,3]dioxole-5-boronic acid (0.086 g, 0.4 mmol) were added. The reaction mixture was stirred at 50° C. for 24 h. and then extracted with ethyl acetate. The organic layer was ... Yield: 92.9%. Run in O (water). Product: CC1=C(CC2=C(C=CC=C2)SC)C=C(C=C1)C ((2-(2,5-dimethylbenzyl)phenyl)(methyl)sulfane). Procedure details: To a solution of 0.758 g (2,5-dimethylphenyl)(2-(methylthio)phenyl)methanone and 1 ml triethylsilane was added 5 ml TFA. The reaction mixture was stirred at RT for 1 hour before water was added. The reaction mixture was extracted with ethyl acetate (2×70 ml) and the combined organic extracts were washed with brine, dried over magnesium sulfate, filtered and concentrated. Flash silica chromatography (hexane:ethyl acetate 80:20) yielded 0.666 g product. RXN SMILES: [CH3:1][C:2]1[CH:7]=[CH:6][C:5]([CH3:8])=[CH:4][C:3]=1[C:9]([C:11]1[CH:16]=[CH:15][CH:14]=[CH:13][C:12]=1[S:17][CH3:18])=O.C([SiH](CC)CC)C.C(O)(C(F)(F)F)=O>O>[CH3:1][C:2]1[CH:7]=[CH:6][C:5]([CH3:8])=[CH:4][C:3]=1[CH2:9][C:11]1[CH:16]=[CH:15][CH:14]=[CH:13][C:12]=1[S:17][CH3:18]. Starting materials: CC1=C(C=C(C=C1)C)C(=O)C1=C(C=CC=C1)SC ((2,5-dimethylphenyl)(2-(methylthio)phenyl)methanone), C(C)[SiH](CC)CC (triethylsilane), C(=O)(C(F)(F)F)O (TFA). Starting materials: C(C)(C)(C)OC(=O)N1CCC(CC1)C1=NC=C(C=C1)NC(=O)C=1N=C(OC1C(F)(F)F)C1=CC=CC=C1 (5-[(2-phenyl-5-trifluoromethyl-oxazole-4-carbonyl)-amino]-3′,4′,5′,6′-tetrahydro-2′H-[2,4′]bipyridinyl-1′-carboxylic acid tert-butyl ester). The solvent is C(Cl)Cl (methylene chloride), FC(C(=O)O)(F)F (trifluoroacetic acid). Reaction conditions: time 2 hour. Yields the product N1=C(C=CC(=C1)NC(=O)C=1N=C(OC1C(F)(F)F)C1=CC=CC=C1)C1CCNCC1 (2-phenyl-5-trifluoromethyl-oxazole-4-carboxylic acid (1′,2′,3′,4′,5′,6′-hexahydro-[2,4′]bipyridinyl-5-yl)-amide). Isolated yield 83.5%. As a reaction SMILES: C(OC([N:8]1[CH2:13][CH2:12][CH:11]([C:14]2[CH:19]=[CH:18][C:17]([NH:20][C:21]([C:23]3[N:24]=[C:25]([C:32]4[CH:37]=[CH:36][CH:35]=[CH:34][CH:33]=4)[O:26][C:27]=3[C:28]([F:31])([F:30])[F:29])=[O:22])=[CH:16][N:15]=2)[CH2:10][CH2:9]1)=O)(C)(C)C>C(Cl)Cl.FC(F)(F)C(O)=O>[N:15]1[CH:16]=[C:17]([NH:20][C:21]([C:23]2[N:24]=[C:25]([C:32]3[CH:37]=[CH:36][CH:35]=[CH:34][CH:33]=3)[O:26][C:27]=2[C:28]([F:30])([F:31])[F:29])=[O:22])[CH:18]=[CH:19][C:14]=1[CH:11]1[CH2:12][CH2:13][NH:8][CH2:9][CH2:10]1. Procedure details: 5-[(2-phenyl-5-trifluoromethyl-oxazole-4-carbonyl)-amino]-3′,4′,5′,6′-tetrahydro-2′H-[2,4′]bipyridinyl-1′-carboxylic acid tert-butyl ester (535 mg) from above was dissolved in a mixture of methylene chloride (35 mL) and trifluoroacetic acid (9 mL). The mixture was stirred at room temperature for 2 hrs. The solvents were evaporated and the residues were partitioned between methylene chloride and dilute sodium hydroxide solution. The organic layer was washed with brine and dried over sodium sulfat...